describe an organic reaction: reactants, conditions, products, and yield From a dataset of the Open Reaction Database (ORD), a public repository of structured organic reaction records. The reactants are ClS(=O)(=O)C1=CC=C(C(=O)O)C=C1 (4-(chlorosulfonyl)benzoic acid), O (H2O), C(C)(C)N(CC)C(C)C (diisopropylethylamine), N1CCOCC1 (morpholine). Run in C1CCOC1 (THF), C1CCOC1 (THF). Reaction conditions: time 18 hour. Product: N1(CCOCC1)S(=O)(=O)C1=CC=C(C(=O)O)C=C1 (4-(4-morpholinylsulfonyl)-benzoic acid). The yield is 87.4%. As a reaction SMILES: C(N(C(C)C)CC)(C)C.[NH:10]1[CH2:15][CH2:14][O:13][CH2:12][CH2:11]1.Cl[S:17]([C:20]1[CH:28]=[CH:27][C:23]([C:24]([OH:26])=[O:25])=[CH:22][CH:21]=1)(=[O:19])=[O:18].O>C1COCC1>[N:10]1([S:17]([C:20]2[CH:21]=[CH:22][C:23]([C:24]([OH:26])=[O:25])=[CH:27][CH:28]=2)(=[O:19])=[O:18])[CH2:15][CH2:14][O:13][CH2:12][CH2:11]1. Reported procedure: To a solution of diisopropylethylamine (1.76 g, 13.6 mmol, 2.37 ml) and morpholine (1.98 g, 22.7 mmol, 1.98 ml) in THF (40 ml) was added, dropwise over 0.5 h, a solution of 4-(chlorosulfonyl)benzoic acid (2.50 g, 11.3 mmol) in THF (17 ml). After stirring at room temperature for 18 h the reaction was poured into H2O (150 ml) and washed with EtOAc. The aqueous layer was acidified (pH 1) with concentrated HCl, and the precipitate collected, washed with cold H2O, and dried under vacuum over P2O5 to ... Starting materials: C=C(C(=O)OC)N(Cc1ccccc1N(C(C)=O)C(C)=O)S(=O)(=O)c1ccc(OC)cc1, O=C([O-])O, CO, [Na+]. Product: COC(=O)C1CN(C(C)=O)c2ccccc2CN1S(=O)(=O)c1ccc(OC)cc1. As a reaction SMILES: [C:1](=[O:2])([CH3:3])[N:4]([c:5]1[c:6]([CH2:7][N:8]([C:9]([C:10](=[O:11])[O:12][CH3:13])=[CH2:14])[S:15](=[O:16])(=[O:17])[c:18]2[cH:19][cH:20][c:21]([O:24][CH3:25])[cH:22][cH:23]2)[cH:26][cH:27][cH:28][cH:29]1)[C:30]([CH3:31])=[O:32].[C:33](=[O:34])([OH:35])[O-:36].[CH3:38][OH:39].[Na+:37]>>[N:4]1([C:30]([CH3:31])=[O:32])[c:5]2[c:6]([cH:26][cH:27][cH:28][cH:29]2)[CH2:7][N:8]([S:15](=[O:16])(=[O:17])[c:18]2[cH:19][cH:20][c:21]([O:24][CH3:25])[cH:22][cH:23]2)[CH:9]([C:10](=[O:11])[O:12][CH3:13])[CH2:14]1. The reactants are CCOCC, CC(O)(c1ccccc1)C(F)(F)F, [H-], [Na+], Cc1ccc(S(=O)(=O)Cl)cc1. Yields the product Cc1ccc(S(=O)(=O)OC(C)(c2ccccc2)C(F)(F)F)cc1. RXN SMILES: [CH3:27][CH2:28][O:29][CH2:30][CH3:31].[F:3][C:4]([C:5]([CH3:6])([OH:7])[c:8]1[cH:9][cH:10][cH:11][cH:12][cH:13]1)([F:14])[F:15].[H-:1].[Na+:2].[c:16]1([CH3:26])[cH:17][cH:18][c:19]([S:22](=[O:23])(=[O:24])[Cl:25])[cH:20][cH:21]1>>[F:3][C:4]([C:5]([CH3:6])([O:7][S:22]([c:19]1[cH:18][cH:17][c:16]([CH3:26])[cH:21][cH:20]1)(=[O:23])=[O:24])[c:8]1[cH:9][cH:10][cH:11][cH:12][cH:13]1)([F:14])[F:15]. Starting materials: ClC1=CC=CC2=C1C(N1[C@H](C=3N2C=NC3C(=O)N3C=NC=C3)CC1)=O (1-[[(S)-8-chloro-12,12a-dihydro-9-oxo-9H,11H-azeto[2,1-c]imidazo[1,5-a][1,4]benzodiazepin-1-yl]carbonyl]imidazole), C1(CC1)C(N)=NO (cyclopropanecarboxamidoxime). Solvent: CN(C=O)C (N,N-dimethylformamide). Run at time 2 hour. The product is ClC1=CC=CC2=C1C(N1[C@H](C=3N2C=NC3C3=NC(=NO3)C3CC3)CC1)=O ((S)-8-chloro-1-(3-cyclopropyl-1,2,4-oxadiazol-5-yl)-12,12a-dihydro-9H,11H-azeto[2,1-c]imidazo[1,5-a][1,4]benzodiazepin-9-one). As a reaction SMILES: [Cl:1][C:2]1[C:7]2[C:8](=[O:25])[N:9]3[CH2:24][CH2:23][C@H:10]3[C:11]3[N:12]([CH:13]=[N:14][C:15]=3[C:16]([N:18]3C=C[N:20]=[CH:19]3)=[O:17])[C:6]=2[CH:5]=[CH:4][CH:3]=1.[CH:26]1(C(=NO)N)[CH2:28][CH2:27]1>CN(C)C=O>[Cl:1][C:2]1[C:7]2[C:8](=[O:25])[N:9]3[CH2:24][CH2:23][C@H:10]3[C:11]3[N:12]([CH:13]=[N:14][C:15]=3[C:16]3[O:17][N:20]=[C:19]([CH:26]4[CH2:28][CH2:27]4)[N:18]=3)[C:6]=2[CH:5]=[CH:4][CH:3]=1. Procedure: 15.0 g (42 mmol) of 1-[[(S)-8-chloro-12,12a-dihydro-9-oxo-9H,11H-azeto[2,1-c]imidazo[1,5-a][1,4]benzodiazepin-1-yl]carbonyl]imidazole are dissolved in 60 ml of N,N-dimethylformamide, whereupon the solution is treated with 4.60 g (46 mmol) of cyclopropanecarboxamidoxime and the mixture is heated to 100° for 2 hours. The mixture is evaporated to dryness, the residue is treated with 50 ml of acetic acid and the mixture is stirred at 115° for 2 hours. After evaporation of the solvent the residue is ... Starting materials: [Li]C(C)(C)C, C1CCOC1, CCCCC, O=CN1CCCCC1, CC(C)(C)OC(=O)Nc1cccnc1. The product is CC(C)(C)OC(=O)Nc1cnccc1C=O. As a reaction SMILES: [C:15]([Li:16])([CH3:17])([CH3:18])[CH3:19].[CH2:28]1[O:29][CH2:30][CH2:31][CH2:32]1.[CH3:33][CH2:34][CH2:35][CH2:36][CH3:37].[N:20]1([CH:26]=[O:27])[CH2:21][CH2:22][CH2:23][CH2:24][CH2:25]1.[n:1]1[cH:2][c:3]([NH:7][C:8]([O:9][C:10]([CH3:11])([CH3:12])[CH3:13])=[O:14])[cH:4][cH:5][cH:6]1>>[n:1]1[cH:2][c:3]([NH:7][C:8]([O:9][C:10]([CH3:11])([CH3:12])[CH3:13])=[O:14])[c:4]([CH:26]=[O:27])[cH:5][cH:6]1. Starting materials: C(#N)P(OCC)([O-])=O (ethyl cyanophosphonate), N1(CCCC1)C(=O)N1CC=2N(C3=CC=CC=C13)C=NC2C(=O)O (4,5-Dihydro-5-[(pyrrolidino)carbonyl]imidazo[1,5-a]quinoxaline-3-carboxylic acid), Cl.NCC#N (aminoacetonitrile hydrochloride). The solvent is C(C)N(CC)CC (triethylamine), ClCCl (dichloromethane), ClCCl (dichloromethane). Reaction conditions: time 70 minute. Yields the product C(#N)CNC(=O)C=1N=CN2C1CN(C1=CC=CC=C21)C(=O)N2CCCC2 (N-(Cyanomethyl)-4,5-dihydro-5-[(pyrrolidino)carbonyl]imidazo[1,5-a]quinoxaline-3-carboxamide). RXN SMILES: [N:1]1([C:6]([N:8]2[C:17]3[C:12](=[CH:13][CH:14]=[CH:15][CH:16]=3)[N:11]3[CH:18]=[N:19][C:20]([C:21](O)=[O:22])=[C:10]3[CH2:9]2)=[O:7])[CH2:5][CH2:4][CH2:3][CH2:2]1.Cl.[NH2:25][CH2:26][C:27]#[N:28].C(P(=O)([O-])OCC)#N>ClCCl.C(N(CC)CC)C>[C:26]([CH2:27][NH:28][C:21]([C:20]1[N:19]=[CH:18][N:11]2[C:12]3[C:17](=[CH:16][CH:15]=[CH:14][CH:13]=3)[N:8]([C:6]([N:1]3[CH2:2][CH2:3][CH2:4][CH2:5]3)=[O:7])[CH2:9][C:10]=12)=[O:22])#[N:25] |f:1.2|. Procedure details: To a mixture of 4,5-dihydro-5-[(pyrrolidino)carbonyl]imidazo[1,5-a]quinoxaline-3-carboxylic acid (I, EXAMPLE 323, 0.203 g), 0.060 g of aminoacetonitrile hydrochloride, and 3 ml of dichloromethane are added 0.23 ml of triethylamine and 0.15 ml of ethyl cyanophosphonate. A slight exotherm ensued. After about 45 min a precipitate formed and an additional 5 ml of dichloromethane are added. When the reaction had stirred for a total of 70 min it is partitioned between dichloromethane and aqueous sodiu... Reaction SMILES: S([O-])([O-])=O.[Na+].[Na+].C([O-])(O)=O.[Na+].[NH2:12][C:13]1[C:18]([N+:19]([O-:21])=[O:20])=[CH:17][C:16]([S:22](Cl)(=[O:24])=[O:23])=[CH:15][C:14]=1[Br:26].[S:27](Cl)(Cl)(=O)=O.COC([C:36]1[S:37][C:38]([N+]([O-])=O)=[C:39](Br)[CH:40]=1)=O.C[O-].[Na+].CO.C[CH2:51][O:52][C:53]([CH3:55])=[O:54]>O.CN(C=O)C.C(O)(=O)C.CCO>[CH3:51][O:52][C:53]([C:55]1[S:27][C:36]([S:37][CH3:38])=[C:40]([S:22]([C:16]2[CH:17]=[C:18]([N+:19]([O-:21])=[O:20])[C:13]([NH2:12])=[C:14]([Br:26])[CH:15]=2)(=[O:24])=[O:23])[CH:39]=1)=[O:54] |f:0.1.2,3.4,8.9|. Procedure details: Sodium sulfite (643 mg, 5.1 mmol) and NaHCO3 (480 mg, 5.7 mmol) were dissolved in water (20 mL) and 4-amino-3-bromo-5-nitrobenzenesulfonyl chloride ((Example 318: step b) 940 mg, 3 mmol) was added. The suspension was stirred for 1 h at rt and 5 mL of EtOH was added to aid dissolution. The mixture was stirred for 4 h at rt, during which nearly all of the sulfonyl chloride had dissolved and the major spot on TLC was at the baseline. The solvent was removed in vacuo and DMF was added (10 mL). The m... The product is COC(=O)C=1SC(=C(C1)S(=O)(=O)C1=CC(=C(C(=C1)[N+](=O)[O-])N)Br)SC (4-(4-Amino-3-bromo-5-nitrobenzenesulfonyl)-5-methylsulfanyl-thiophene-2-carboxylic acid methyl ester). Reactants: S(=O)(=O)(Cl)Cl (sulfonyl chloride), CCOC(=O)C (EtOAc), S(=O)([O-])[O-].[Na+].[Na+] (Sodium sulfite), C(=O)(O)[O-].[Na+] (NaHCO3), C[O-].[Na+] (sodium methoxide), CO (methanol), NC1=C(C=C(C=C1[N+](=O)[O-])S(=O)(=O)Cl)Br (4-amino-3-bromo-5-nitrobenzenesulfonyl chloride), COC(=O)C=1SC(=C(C1)Br)[N+](=O)[O-] (4-bromo-5-nitrothiophene-2-carboxylic acid methyl ester). Run at time 1 hour. Solvent: C(C)(=O)O (Acetic acid), CCO (EtOH), O (water), CN(C)C=O (DMF), CN(C)C=O (DMF). Starting materials: BrB(Br)Br, O=C([O-])O, ClCCl, COc1ccc2c(C(=O)c3ccc(OCCN4CCCCC4)cc3)c(-c3ccc(F)c(F)c3F)ccc2c1, CC(C)O, ClC(Cl)Cl, [Na+]. Product: O=C(c1ccc(OCCN2CCCCC2)cc1)c1c(-c2ccc(F)c(F)c2F)ccc2cc(O)ccc12. RXN SMILES: [B:39]([Br:40])([Br:41])[Br:42].[C:43](=[O:44])([OH:45])[O-:46].[CH2:56]([Cl:57])[Cl:58].[CH3:1][O:2][c:3]1[cH:4][c:5]2[cH:6][cH:7][c:8](-[c:30]3[c:31]([F:38])[c:32]([F:37])[c:33]([F:36])[cH:34][cH:35]3)[c:9]([C:13](=[O:14])[c:15]3[cH:16][cH:17][c:18]([O:21][CH2:22][CH2:23][N:24]4[CH2:25][CH2:26][CH2:27][CH2:28][CH2:29]4)[cH:19][cH:20]3)[c:10]2[cH:11][cH:12]1.[CH:48]([OH:49])([CH3:50])[CH3:51].[CH:52]([Cl:53])([Cl:54])[Cl:55].[Na+:47]>>[OH:2][c:3]1[cH:4][c:5]2[cH:6][cH:7][c:8](-[c:30]3[c:31]([F:38])[c:32]([F:37])[c:33]([F:36])[cH:34][cH:35]3)[c:9]([C:13](=[O:14])[c:15]3[cH:16][cH:17][c:18]([O:21][CH2:22][CH2:23][N:24]4[CH2:25][CH2:26][CH2:27][CH2:28][CH2:29]4)[cH:19][cH:20]3)[c:10]2[cH:11][cH:12]1. The reactants are N[C@H]([C@@H](O)C)C(=O)O (D-threonine), C(=O)(O)[O-].[Na+] (NaHCO3), C(OC1=NC=CC=C1CCOCCC1=CC=CC=C1)([O-])=O (2-phenethyloxyethyl-2-pyridyl carbonate), C(CC1=CC=CC=C1)OCCOC(=O)N1C(C=CC=C1)=O (2-phenethyloxyethyl-2-oxopyridine-1-carboxylate). The solvent is O (H2O), C1CCOC1 (THF). Conditions: time 15 hour. Product: O[C@H]([C@H](C(=O)O)NC(=O)OCCOCCC1=CC=CC=C1)C ((2R,3S)-3-hydroxy-2-(2-phenethyloxyethoxy-carbonylamino)-butanoic acid). Isolated yield 97.6%. RXN SMILES: [NH2:1][C@@H:2]([C:6]([OH:8])=[O:7])[C@H:3]([CH3:5])[OH:4].C([O-])(O)=O.[Na+].C(=O)([O-])OC1C(CCOCCC2C=CC=CC=2)=CC=CN=1.[CH2:35]([O:43][CH2:44][CH2:45][O:46][C:47](N1C=CC=CC1=O)=[O:48])[CH2:36][C:37]1[CH:42]=[CH:41][CH:40]=[CH:39][CH:38]=1>O.C1COCC1>[OH:4][C@@H:3]([CH3:5])[C@@H:2]([NH:1][C:47]([O:46][CH2:45][CH2:44][O:43][CH2:35][CH2:36][C:37]1[CH:38]=[CH:39][CH:40]=[CH:41][CH:42]=1)=[O:48])[C:6]([OH:8])=[O:7] |f:1.2|. Reported procedure: To a stirred mixture of D-threonine (0.15 g, 1.25 mmol) and NaHCO3 (0.16 g, 1.25 mmol) in H2O (3.0 mL), the crude isomeric mixture containing 2-phenethyloxyethyl-2-pyridyl carbonate and 2-phenethyloxyethyl-2-oxopyridine-1-carboxylate (0.54 g, 1.89 mmol) in THF (3.0 mL) was added. After 15 h at rt, the crude mixture was rotary evaporated to remove the organics and subsequently extracted with Et2O (3×5 mL). The aqueous phase was acidified with 2.0 M HCl solution to pH 2-3 and subsequently extracte...